Dataset: the Open Reaction Database (ORD), a public repository of structured organic reaction records. Task: describe an organic reaction: reactants, conditions, products, and yield Reactants: CCO, COc1nc(F)c(C(F)(F)F)cc1Cl, N. The product is COc1nc(N)c(C(F)(F)F)cc1Cl. RXN SMILES: [CH3:16][CH2:17][OH:18].[Cl:2][c:3]1[c:4]([O:14][CH3:15])[n:5][c:6]([F:13])[c:7]([C:9]([F:10])([F:11])[F:12])[cH:8]1.[NH3:1]>>[NH2:1][c:6]1[n:5][c:4]([O:14][CH3:15])[c:3]([Cl:2])[cH:8][c:7]1[C:9]([F:10])([F:11])[F:12]. The reactants are CCC(C)Cc1ccc(C(=O)O)cc1Br, O=S(Cl)Cl. Product: CCC(C)Cc1ccc(C(=O)O)cc1Br, [Cl-]. Reaction SMILES: [Br:5][c:6]1[cH:7][c:8]([C:9](=[O:10])[OH:11])[cH:12][cH:13][c:14]1[CH2:15][CH:16]([CH2:17][CH3:18])[CH3:19].[S:1]([Cl:2])([Cl:3])=[O:4]>>[Br:5][c:6]1[cH:7][c:8]([C:9](=[O:10])[OH:11])[cH:12][cH:13][c:14]1[CH2:15][CH:16]([CH2:17][CH3:18])[CH3:19].[Cl-:3]. The reactants are COc1cccc(CC(=O)Cl)c1, ClCCl, COC(=O)c1ccc(Cl)cc1N. Yields the product COC(=O)c1ccc(Cl)cc1NC(=O)Cc1cccc(OC)c1. Reaction SMILES: [CH3:1][O:2][c:3]1[cH:4][c:5]([CH2:9][C:10](=[O:11])[Cl:12])[cH:6][cH:7][cH:8]1.[Cl:25][CH2:26][Cl:27].[NH2:13][c:14]1[c:15]([C:16](=[O:17])[O:18][CH3:19])[cH:20][cH:21][c:22]([Cl:24])[cH:23]1>>[CH3:1][O:2][c:3]1[cH:4][c:5]([CH2:9][C:10](=[O:11])[NH:13][c:14]2[c:15]([C:16](=[O:17])[O:18][CH3:19])[cH:20][cH:21][c:22]([Cl:24])[cH:23]2)[cH:6][cH:7][cH:8]1. The reactants are C(C)OP(OCC)(=O)C1CCC=2C=3N1C(C(NC3C=C(C2)C(F)(F)F)=O)=O (9-trifluoromethyl-2,3-dioxo-1,2,3,5,6,7-hexahydro-pyrido[1,2,3-de]quinoxaline-5-phosphonic acid diethyl ester), S(O)(O)(=O)=O (sulfuric acid), II (iodine), I(=O)(=O)O (iodic acid). Solvent: C(C)(=O)O (acetic acid), O (water). Reaction conditions: temperature 80 celsius, time 15 hour. The product is IC1=C2C=3N(C(C(NC3C=C1C(F)(F)F)=O)=O)C(CC2)P(O)(=O)O (8-iodo-9-trifluoromethyl-2,3-dioxo-1,2,3,5,6,7-hexahydro-pyrido[1,2,3-de]quinoxaline-5-phosphonic acid). Yield: 31.7%. As a reaction SMILES: C([O:3][P:4]([CH:9]1[N:14]2[C:15](=[O:27])[C:16](=[O:26])[NH:17][C:18]3[CH:19]=[C:20]([C:22]([F:25])([F:24])[F:23])[CH:21]=[C:12]([C:13]=32)[CH2:11][CH2:10]1)(=[O:8])[O:5]CC)C.S(=O)(=O)(O)O.II.[I:35](O)(=O)=O>C(O)(=O)C.O>[I:35][C:21]1[C:20]([C:22]([F:25])([F:24])[F:23])=[CH:19][C:18]2[NH:17][C:16](=[O:26])[C:15](=[O:27])[N:14]3[CH:9]([P:4]([OH:5])(=[O:8])[OH:3])[CH2:10][CH2:11][C:12]=1[C:13]=23. Procedure details: 406 mg of 9-trifluoromethyl-2,3-dioxo-1,2,3,5,6,7-hexahydro-pyrido[1,2,3-de]quinoxaline-5-phosphonic acid diethyl ester in 2 ml of glacial acetic acid is mixed with 0.05 ml of water, 0.025 ml of concentrated sulfuric acid, 178 mg of iodine and 70 mg of iodic acid and stirred for 15 hours at 80° C. bath temperature. After concentration by evaporation, it is mixed with water and the product is suctioned off. 60 mg of 8-iodo-9-trifluoromethyl-2,3-dioxo-1,2,3,5,6,7-hexahydro-pyrido[1,2,3-de]quinoxal... Reactants: CN(c1nccc(C#N)n1)S(C)(=O)=O, CO, N, [OH-]. Yields the product CN(c1nccc(CN)n1)S(C)(=O)=O. As a reaction SMILES: [C:1](#[N:2])[c:3]1[n:4][c:5]([N:9]([S:10](=[O:11])(=[O:12])[CH3:13])[CH3:14])[n:6][cH:7][cH:8]1.[CH3:17][OH:18].[NH3:16].[OH-:15]>>[CH2:1]([NH2:2])[c:3]1[n:4][c:5]([N:9]([S:10](=[O:11])(=[O:12])[CH3:13])[CH3:14])[n:6][cH:7][cH:8]1. Reactants: C(C)C1=CC=C(C=C1)C1=C(SC(=C1)C)C(=O)OC (methyl 3-(4-ethylphenyl)-5-methylthiophene-2-carboxylate), ethyl acetate petroleum ether, CCOCC (ether), [H-].[H-].[H-].[H-].[Li+].[Al+3] (LiAlH4). The solvent is O1CCCC1 (tetrahydrofuran). Run at temperature 0 celsius. The product is C(C)C1=CC=C(C=C1)C1=C(SC(=C1)C)CO ((3-(4-ethylphenyl)-5-methylthiophen-2-yl)methanol). Reaction SMILES: [CH2:1]([C:3]1[CH:8]=[CH:7][C:6]([C:9]2[CH:13]=[C:12]([CH3:14])[S:11][C:10]=2[C:15](OC)=[O:16])=[CH:5][CH:4]=1)[CH3:2].CCOCC.[H-].[H-].[H-].[H-].[Li+].[Al+3]>O1CCCC1>[CH2:1]([C:3]1[CH:4]=[CH:5][C:6]([C:9]2[CH:13]=[C:12]([CH3:14])[S:11][C:10]=2[CH2:15][OH:16])=[CH:7][CH:8]=1)[CH3:2] |f:2.3.4.5.6.7|. Reported procedure: Into a 100-mL 3-necked round-bottom flask (1 atm) purged and maintained with an inert atmosphere of nitrogen, was placed methyl 3-(4-ethylphenyl)-5-methylthiophene-2-carboxylate (1.5 g, 5.76 mmol), anhydrous ether (50 mL). This was followed by the addition of a solution of LiAlH4 (1 M in THF, 7.9 mL, 7.86 mmol) in tetrahydrofuran dropwise with stirring at 0° C. The resulting solution was stirred for 2.0 h at 25° C. The reaction progress was monitored by LCMS/TLC (ethyl acetate/petroleum ether=1:... Starting materials: CCOC(C)=O, O=Cc1cccc(B(O)O)c1, ClCCl, CC(C)(C)OC(=O)N1CCNCC1. Yields the product CC(C)(C)OC(=O)N1CCN(Cc2cccc(B(O)O)c2)CC1. Reaction SMILES: [CH3:28][CH2:29][O:30][C:31]([CH3:32])=[O:33].[CH:1](=[O:2])[c:3]1[cH:4][c:5]([B:9]([OH:10])[OH:11])[cH:6][cH:7][cH:8]1.[Cl:25][CH2:26][Cl:27].[N:12]1([C:18](=[O:19])[O:20][C:21]([CH3:22])([CH3:23])[CH3:24])[CH2:13][CH2:14][NH:15][CH2:16][CH2:17]1>>[CH2:1]([c:3]1[cH:4][c:5]([B:9]([OH:10])[OH:11])[cH:6][cH:7][cH:8]1)[N:15]1[CH2:14][CH2:13][N:12]([C:18](=[O:19])[O:20][C:21]([CH3:22])([CH3:23])[CH3:24])[CH2:17][CH2:16]1. The solvent is C1CCOC1 (THF), C1CCOC1 (THF). The reagents and catalysts are Cl[Ni]1([P](CCC[P](C2=CC=CC=C2)1C3=CC=CC=C3)(C4=CC=CC=C4)C5=CC=CC=C5)Cl ([1,3-bis(diphenylphosphino)-propane]nickel(II) chloride). Product: CC=1C=C(C=NC1)OC[C@H]1N(CC1)C(=O)OC(C)(C)C (5-methyl-3-(1-t-butyloxycarbonyl-(2S)-azetidinylmethyloxy)pyridine). Starting materials: BrC=1C=C(C=NC1)OC[C@H]1N(CC1)C(=O)OC(C)(C)C (5-bromo-3-(1-t-butyloxycarbonyl-(2S)-azetidinylmethoxy)pyridine), C[Mg+].[Br-] (MeMgBr), solution. Procedure: To a solution of 5-bromo-3-(1-t-butyloxycarbonyl-(2S)-azetidinylmethoxy)pyridine (400 mg, 1.20 mmol, Step 12a above) in THF (10 mL) at 0° C. was added a catalytic amount of [1,3-bis(diphenylphosphino)-propane]nickel(II) chloride (3.8 mg) followed by MeMgBr (0.8 mL of a 3.0 M solution in THF, Aldrich). The mixture was refluxed for 3 hours, cooled to ambient temperature, and quenched with saturated aqueous ammonium chloride. The volatile components were evaporated and the residue was diluted with ... Reaction SMILES: Br[C:2]1[CH:3]=[C:4]([O:8][CH2:9][C@@H:10]2[CH2:13][CH2:12][N:11]2[C:14]([O:16][C:17]([CH3:20])([CH3:19])[CH3:18])=[O:15])[CH:5]=[N:6][CH:7]=1.[CH3:21][Mg+].[Br-]>C1COCC1.Cl[Ni]1(Cl)[P](C2C=CC=CC=2)(C2C=CC=CC=2)CCC[P]1(C1C=CC=CC=1)C1C=CC=CC=1>[CH3:21][C:2]1[CH:3]=[C:4]([O:8][CH2:9][C@@H:10]2[CH2:13][CH2:12][N:11]2[C:14]([O:16][C:17]([CH3:20])([CH3:19])[CH3:18])=[O:15])[CH:5]=[N:6][CH:7]=1 |f:1.2,^1:31,47|. Yield: 53.0%.